Dataset: the Open Reaction Database (ORD), a public repository of structured organic reaction records. Task: describe an organic reaction: reactants, conditions, products, and yield The reactants are CCCC=Cc1c(C)cccc1C(=O)NC1(C(=O)OCC)Cc2ccccc2C1, CCO, [K+], [OH-], O. Product: CCCC=Cc1c(C)cccc1C(=O)NC1(C(=O)O)Cc2ccccc2C1. Reaction SMILES: [CH2:1]([CH3:2])[O:3][C:4](=[O:5])[C:6]1([NH:15][C:16]([c:17]2[c:18]([CH:24]=[CH:25][CH2:26][CH2:27][CH3:28])[c:19]([CH3:23])[cH:20][cH:21][cH:22]2)=[O:29])[CH2:7][c:8]2[cH:9][cH:10][cH:11][cH:12][c:13]2[CH2:14]1.[CH3:33][CH2:34][OH:35].[K+:31].[OH-:30].[OH2:32]>>[O:3]=[C:4]([OH:5])[C:6]1([NH:15][C:16]([c:17]2[c:18]([CH:24]=[CH:25][CH2:26][CH2:27][CH3:28])[c:19]([CH3:23])[cH:20][cH:21][cH:22]2)=[O:29])[CH2:7][c:8]2[cH:9][cH:10][cH:11][cH:12][c:13]2[CH2:14]1. The reactants are O[C@@H]1C[C@@H]2CC([C@@H]2C1)=O ((1R,3R,5R)-3-hydroxybicyclo[3.2.0]heptan-6-one), [BH4-].[Na+] (sodium borohydride). The solvent is CO (methanol). Conditions: time 2 hour. Yields the product [C@@H]12C[C@H](C[C@H]2[C@H](C1)O)O ((1R,3R,5R,6S)-Bicyclo[3.2.0]heptane-3,6-diol). Isolated yield 69.9%. RXN SMILES: [OH:1][C@H:2]1[CH2:8][C@@H:7]2[C@@H:4]([CH2:5][C:6]2=[O:9])[CH2:3]1.[BH4-].[Na+]>CO>[C@@H:4]12[CH2:5][C@H:6]([OH:9])[C@@H:7]1[CH2:8][C@H:2]([OH:1])[CH2:3]2 |f:1.2|. Procedure details: To a solution of 19.33 g (153 mmol) of (1R,3R,5R)-3-hydroxybicyclo[3.2.0]heptan-6-one in 560 mL of dry methanol was added at -78° C. 7.52 g (199 mmol) of sodium borohydride in portions. The reaction mixture was stirred for 2 h and then quenched with 20 mL of saturated ammonium chloride. The mixture was concentrated in vacuo, diluted with 600 mL of ethyl acetate and washed twice with 100 mL of water and 100 mL of brine. The organic layers were dried (MgSO4) and the solvent concentrated in vacuo. ... Reactants: COC(=O)[C@@H]1N(CC[C@@H](C1)CP(=O)(OC)OC)C(=O)OCC1=CC=CC=C1 (cis-1-benzyloxycarbonyl-4-dimethylphosphonomethyl-2-piperidinecarboxylic acid methyl ester), C[Si](C)(C)I (trimethylsilyl iodide). Run in C(Cl)Cl (methylene chloride). The product is COC(=O)[C@@H]1N(CC[C@@H](C1)CP(=O)(O)O)C(=O)OCC1=CC=CC=C1 (cis 1-benzyloxycarbonyl-4-phosphonomethyl-2-piperidinecarboxylic acid methyl ester). Reaction SMILES: [CH3:1][O:2][C:3]([C@H:5]1[CH2:10][C@@H:9]([CH2:11][P:12]([O:16]C)([O:14]C)=[O:13])[CH2:8][CH2:7][N:6]1[C:18]([O:20][CH2:21][C:22]1[CH:27]=[CH:26][CH:25]=[CH:24][CH:23]=1)=[O:19])=[O:4].C[Si](I)(C)C>C(Cl)Cl>[CH3:1][O:2][C:3]([C@H:5]1[CH2:10][C@@H:9]([CH2:11][P:12]([OH:16])([OH:14])=[O:13])[CH2:8][CH2:7][N:6]1[C:18]([O:20][CH2:21][C:22]1[CH:27]=[CH:26][CH:25]=[CH:24][CH:23]=1)=[O:19])=[O:4]. Procedure: A mixture of 600 mg of cis-1-benzyloxycarbonyl-4-dimethylphosphonomethyl-2-piperidinecarboxylic acid methyl ester in 10 ml of methylene chloride is treated with 538 mg of trimethylsilyl iodide at room temperature to yield cis 1-benzyloxycarbonyl-4-phosphonomethyl-2-piperidinecarboxylic acid methyl ester as an oil. Starting materials: O(C1=CC=CC=C1)CC1=NC2C(N(C2S1)C(C(=O)OCC1=CC=C(C=C1)[N+](=O)[O-])=C(C)O)=O (p-nitrobenzyl α-[3-phenoxymethyl-7-oxo-4-thia-2,6-diazabicyclo[3,2,0]hept-2-en-6-yl]-α-(1-hydroxyethylidene)acetate), N1CCOCC1 (morpholine), BrBr (bromine), CS(=O)(=O)Cl (methanesulfonyl chloride), C(O)([O-])=O.[Na+] (sodium hydrogen carbonate). The solvent is C(Cl)(Cl)(Cl)Cl (carbon tetrachloride), ClCCl (dichloromethane), O (water), C(C)N(CC)CC (triethylamine). Run at time 1.5 hour. Product: O(C1=CC=CC=C1)CC1=NC2C(N(C2S1)C(C(=O)OCC1=CC=C(C=C1)[N+](=O)[O-])=C(CBr)N1CCOCC1)=O (p-nitrobenzyl α-[3-phenoxymethyl-7-oxo-4-thia-2,6-diazabicyclo[3,2,0]hept-2-en-6-yl]-α-(1-morpholino-2-bromoethylidene)acetate), O(C1=CC=CC=C1)CC1=NC2C(N(C2S1)C(C(=O)OCC1=CC=C(C=C1)[N+](=O)[O-])(C(C)=O)S(=O)(=O)C)=O (p-nitrobenzyl α -[3-phenoxymethyl-7-oxo-4-thia-2,6-diazabicyclo[3,2,0]hept-2-en-6-yl]-α-methanesulfonyl-α-acetylacetate). Yield: 12.2%. Reaction SMILES: [O:1]([CH2:8][C:9]1[S:15][CH:14]2[CH:11]([C:12](=[O:33])[N:13]2[C:16](=[C:30]([OH:32])[CH3:31])[C:17]([O:19][CH2:20][C:21]2[CH:26]=[CH:25][C:24]([N+:27]([O-:29])=[O:28])=[CH:23][CH:22]=2)=[O:18])[N:10]=1)[C:2]1[CH:7]=[CH:6][CH:5]=[CH:4][CH:3]=1.[CH3:34][S:35](Cl)(=[O:37])=[O:36].[NH:39]1[CH2:44][CH2:43][O:42][CH2:41][CH2:40]1.[Br:45]Br.C(=O)([O-])O.[Na+]>ClCCl.C(Cl)(Cl)(Cl)Cl.O.C(N(CC)CC)C>[O:1]([CH2:8][C:9]1[S:15][CH:14]2[CH:11]([C:12](=[O:33])[N:13]2[C:16](=[C:30]([N:39]2[CH2:44][CH2:43][O:42][CH2:41][CH2:40]2)[CH2:31][Br:45])[C:17]([O:19][CH2:20][C:21]2[CH:26]=[CH:25][C:24]([N+:27]([O-:29])=[O:28])=[CH:23][CH:22]=2)=[O:18])[N:10]=1)[C:2]1[CH:7]=[CH:6][CH:5]=[CH:4][CH:3]=1.[O:1]([CH2:8][C:9]1[S:15][CH:14]2[CH:11]([C:12](=[O:33])[N:13]2[C:16]([S:35]([CH3:34])(=[O:37])=[O:36])([C:30](=[O:32])[CH3:31])[C:17]([O:19][CH2:20][C:21]2[CH:22]=[CH:23][C:24]([N+:27]([O-:29])=[O:28])=[CH:25][CH:26]=2)=[O:18])[N:10]=1)[C:2]1[CH:3]=[CH:4][CH:5]=[CH:6][CH:7]=1 |f:4.5|. Procedure details: One dissolves p-nitrobenzyl α-[3-phenoxymethyl-7-oxo-4-thia-2,6-diazabicyclo[3,2,0]hept-2-en-6-yl]-α-(1-hydroxyethylidene)acetate (940 mg) in dichloromethane (14 ml), cools to -25° C., adds triethylamine (0.61 ml) and methanesulfonyl chloride (0.17 ml), and stirs for 1.5 hours. To the solution, one adds morpholine (0.209 ml), keeps at -25° C. for 1.5 hours, adds bromine (2.2 mmol) dissolved in carbon tetrachloride (2.2 ml) and after 30 minutes at -25° C., adds 5% aqueous sodium hydrogen carbonat...